Task: describe an organic reaction: reactants, conditions, products, and yield. Dataset: the Open Reaction Database (ORD), a public repository of structured organic reaction records Starting materials: C(C1=CC=CC=C1)N1CNC(C12CCN(CC2)C(C2=CC(=CC(=C2)C(F)(F)F)C(F)(F)F)=O)=O (1-benzyl-8-(3,5-bis-trifluoromethyl-benzoyl)-1,3,8-triaza-spiro[4.5]decan-4-one), ClCCN1CCCC1 (1-(2-chloroethyl)-pyrrolidine). RXN SMILES: [CH2:1]([N:8]1[C:12]2([CH2:17][CH2:16][N:15]([C:18](=[O:33])[C:19]3[CH:24]=[C:23]([C:25]([F:28])([F:27])[F:26])[CH:22]=[C:21]([C:29]([F:32])([F:31])[F:30])[CH:20]=3)[CH2:14][CH2:13]2)[C:11](=[O:34])[NH:10][CH2:9]1)[C:2]1[CH:7]=[CH:6][CH:5]=[CH:4][CH:3]=1.[Cl:35][CH2:36][CH2:37][N:38]1[CH2:42][CH2:41][CH2:40][CH2:39]1>>[ClH:35].[CH2:1]([N:8]1[C:12]2([CH2:17][CH2:16][N:15]([C:18](=[O:33])[C:19]3[CH:20]=[C:21]([C:29]([F:32])([F:31])[F:30])[CH:22]=[C:23]([C:25]([F:26])([F:27])[F:28])[CH:24]=3)[CH2:14][CH2:13]2)[C:11](=[O:34])[N:10]([CH2:36][CH2:37][N:38]2[CH2:42][CH2:41][CH2:40][CH2:39]2)[CH2:9]1)[C:2]1[CH:3]=[CH:4][CH:5]=[CH:6][CH:7]=1 |f:2.3|. The product is Cl.C(C1=CC=CC=C1)N1CN(C(C12CCN(CC2)C(C2=CC(=CC(=C2)C(F)(F)F)C(F)(F)F)=O)=O)CCN2CCCC2 (1-Benzyl-8-(3,5-bis-trifluoromethyl-benzoyl)-3-(2-pyrrolidin-1-yl-ethyl)-1,3,8-triaza-spiro[4.5]decan-4-one hydrochloride). Reported procedure: The title compound, MS: m/e=583.2 (M+H+), was prepared in accordance with the general method of example 71 from 1-benzyl-8-(3,5-bis-trifluoromethyl-benzoyl)-1,3,8-triaza-spiro[4.5]decan-4-one and 1-(2-chloroethyl)-pyrrolidine.